From a dataset of the Open Reaction Database (ORD), a public repository of structured organic reaction records. describe an organic reaction: reactants, conditions, products, and yield The reactants are CC1=Cc2cc(Br)ccc2OC1(C)C, CC(C)(C)[O-], COc1ccc(S)cc1, CCO, [Na+], c1ccc(P(c2ccccc2)(c2ccccc2)[Pd](P(c2ccccc2)(c2ccccc2)c2ccccc2)(P(c2ccccc2)(c2ccccc2)c2ccccc2)P(c2ccccc2)(c2ccccc2)c2ccccc2)cc1. Yields the product COc1ccc(Sc2ccc3c(c2)C=C(C)C(C)(C)O3)cc1. As a reaction SMILES: [Br:1][c:2]1[cH:3][c:4]2[c:5]([cH:13][cH:14]1)[O:6][C:7]([CH3:11])([CH3:12])[C:8]([CH3:10])=[CH:9]2.[CH3:15][C:16]([CH3:17])([O-:18])[CH3:19].[CH3:21][O:22][c:23]1[cH:24][cH:25][c:26]([SH:29])[cH:27][cH:28]1.[CH3:30][CH2:31][OH:32].[Na+:20].[cH:33]1[cH:34][cH:35][c:36]([P:37]([Pd:38]([P:39]([c:40]2[cH:41][cH:42][cH:43][cH:44][cH:45]2)([c:46]2[cH:47][cH:48][cH:49][cH:50][cH:51]2)[c:52]2[cH:53][cH:54][cH:55][cH:56][cH:57]2)([P:58]([c:59]2[cH:60][cH:61][cH:62][cH:63][cH:64]2)([c:65]2[cH:66][cH:67][cH:68][cH:69][cH:70]2)[c:71]2[cH:72][cH:73][cH:74][cH:75][cH:76]2)[P:77]([c:78]2[cH:79][cH:80][cH:81][cH:82][cH:83]2)([c:84]2[cH:85][cH:86][cH:87][cH:88][cH:89]2)[c:90]2[cH:91][cH:92][cH:93][cH:94][cH:95]2)([c:96]2[cH:97][cH:98][cH:99][cH:100][cH:101]2)[c:102]2[cH:103][cH:104][cH:105][cH:106][cH:107]2)[cH:108][cH:109]1>>[c:2]1([S:29][c:26]2[cH:25][cH:24][c:23]([O:22][CH3:21])[cH:28][cH:27]2)[cH:3][c:4]2[c:5]([cH:13][cH:14]1)[O:6][C:7]([CH3:11])([CH3:12])[C:8]([CH3:10])=[CH:9]2. The reactants are C=CCOCC1CO1, ClCCl, O=C(OO)c1cccc(Cl)c1. Yields the product C(OCC1CO1)C1CO1. RXN SMILES: [CH2:1]([CH:2]1[CH2:3][O:4]1)[O:5][CH2:6][CH:7]=[CH2:8].[CH2:20]([Cl:21])[Cl:22].[Cl:9][c:10]1[cH:11][c:12]([C:17](=[O:14])[O:18][OH:19])[cH:13][cH:15][cH:16]1>>[CH2:1]([CH:2]1[CH2:3][O:4]1)[O:5][CH2:6][CH:7]1[CH2:8][O:14]1. The reactants are Cc1ccc2c(c1)C(=O)OC2, [Na+], [O-]c1ccccc1. The product is Cc1ccc(COc2ccccc2)c(C(=O)O)c1. Reaction SMILES: [CH3:1][c:2]1[cH:3][cH:4][c:5]2[c:10]([cH:11]1)[C:8](=[O:9])[O:7][CH2:6]2.[Na+:12].[O-:13][c:14]1[cH:15][cH:16][cH:17][cH:18][cH:19]1>>[CH3:1][c:2]1[cH:3][cH:4][c:5]([CH2:6][O:13][c:14]2[cH:15][cH:16][cH:17][cH:18][cH:19]2)[c:10]([C:8]([OH:7])=[O:9])[cH:11]1.